Dataset: the Open Reaction Database (ORD), a public repository of structured organic reaction records. Task: describe an organic reaction: reactants, conditions, products, and yield The reactants are NC1=CC=C(C=C1)CCN(C(OC(C)(C)C)=O)C[C@@H](COC1=CC=CC=C1)O (t-butyl (S)-N-[2-(4-aminophenyl)ethyl]-N-(2-hydroxy-3-phenoxypropyl)carbamate), C(CC)=O (propionaldehyde). Product: O[C@@H](CN(C(OC(C)(C)C)=O)CCC1=CC=C(C=C1)NCCC)COC1=CC=CC=C1 (t-butyl (S)-N-(2-hydroxy-3-phenoxypropyl)-N-[2-(4-propylaminophenyl)ethyl]carbamate). Isolated yield 100.3%. RXN SMILES: [NH2:1][C:2]1[CH:7]=[CH:6][C:5]([CH2:8][CH2:9][N:10]([CH2:18][C@H:19]([OH:28])[CH2:20][O:21][C:22]2[CH:27]=[CH:26][CH:25]=[CH:24][CH:23]=2)[C:11](=[O:17])[O:12][C:13]([CH3:16])([CH3:15])[CH3:14])=[CH:4][CH:3]=1.[CH:29](=O)[CH2:30][CH3:31]>>[OH:28][C@H:19]([CH2:20][O:21][C:22]1[CH:23]=[CH:24][CH:25]=[CH:26][CH:27]=1)[CH2:18][N:10]([CH2:9][CH2:8][C:5]1[CH:6]=[CH:7][C:2]([NH:1][CH2:29][CH2:30][CH3:31])=[CH:3][CH:4]=1)[C:11](=[O:17])[O:12][C:13]([CH3:14])([CH3:16])[CH3:15]. Procedure: 1.52 g of t-butyl (S)-N-[2-(4-aminophenyl)ethyl]-N-(2-hydroxy-3-phenoxypropyl)carbamate and 0.23 g of propionaldehyde were subjected to a reductive amination reaction to obtain 1.69 g of t-butyl (S)-N-(2-hydroxy-3-phenoxypropyl)-N-[2-(4-propylaminophenyl)ethyl]carbamate. Starting materials: ClCCCl, O=C(O)Cn1cc(-c2ccc(Cl)cc2)n(C2CC2)c1=O, Cl, CN(C)C=O, On1nnc2ccccc21, CC(N)c1cccc2ccccc12. Yields the product CC(NC(=O)Cn1cc(-c2ccc(Cl)cc2)n(C2CC2)c1=O)c1cccc2ccccc12. RXN SMILES: [CH2:34]([Cl:35])[CH2:36][Cl:37].[Cl:1][c:2]1[cH:3][cH:4][c:5](-[c:8]2[n:9]([CH:18]3[CH2:19][CH2:20]3)[c:10](=[O:17])[n:11]([CH2:13][C:14](=[O:15])[OH:16])[cH:12]2)[cH:6][cH:7]1.[ClH:38].[O:49]=[CH:50][N:51]([CH3:52])[CH3:53].[OH:39][n:40]1[c:41]2[c:42]([cH:43][cH:44][cH:45][cH:46]2)[n:47][n:48]1.[c:21]1([CH:31]([CH3:32])[NH2:33])[cH:22][cH:23][cH:24][c:25]2[cH:26][cH:27][cH:28][cH:29][c:30]12>>[Cl:1][c:2]1[cH:3][cH:4][c:5](-[c:8]2[n:9]([CH:18]3[CH2:19][CH2:20]3)[c:10](=[O:17])[n:11]([CH2:13][C:14](=[O:16])[NH:33][CH:31]([c:21]3[cH:22][cH:23][cH:24][c:25]4[cH:26][cH:27][cH:28][cH:29][c:30]34)[CH3:32])[cH:12]2)[cH:6][cH:7]1.